This data is from the Open Reaction Database (ORD), a public repository of structured organic reaction records. The task is: describe an organic reaction: reactants, conditions, products, and yield The yield is 21.0%. As a reaction SMILES: [C:1]1([CH2:7][C:8]([NH:10][C@H:11]2[C:35](=[O:36])[N:13]3[C:14]([C:19]([O:21][CH:22]([C:29]4[CH:34]=[CH:33][CH:32]=[CH:31][CH:30]=4)[C:23]4[CH:28]=[CH:27][CH:26]=[CH:25][CH:24]=4)=[O:20])=[C:15]([CH3:18])[CH2:16][S:17][C@H:12]23)=[O:9])[CH:6]=[CH:5][CH:4]=[CH:3][CH:2]=1.C(Cl)Cl.ClN1[C:45](=[O:46])CCC1=O>CO>[C:1]1([CH2:7][C:8]([NH:10][C@H:11]2[C:35](=[O:36])[N:13]3[C:14]([C:19]([O:21][CH:22]([C:23]4[CH:24]=[CH:25][CH:26]=[CH:27][CH:28]=4)[C:29]4[CH:30]=[CH:31][CH:32]=[CH:33][CH:34]=4)=[O:20])=[C:15]([CH3:18])[C@@H:16]([O:46][CH3:45])[S:17][C@H:12]23)=[O:9])[CH:6]=[CH:5][CH:4]=[CH:3][CH:2]=1. Product: C1(=CC=CC=C1)CC(=O)N[C@@H]1[C@@H]2N(C(=C([C@H](S2)OC)C)C(=O)OC(C2=CC=CC=C2)C2=CC=CC=C2)C1=O (diphenylmethyl 7α-phenylacetamido-2α-methoxy-3-methyl-3-cephem-4-carboxylate). Starting materials: C1(=CC=CC=C1)CC(=O)N[C@@H]1[C@@H]2N(C(=C(CS2)C)C(=O)OC(C2=CC=CC=C2)C2=CC=CC=C2)C1=O (diphenylmethyl 7α-phenylacetamido-3-methyl-3-cephem-4-carboxylate), C(Cl)Cl (methylene chloride), ClN1C(CCC1=O)=O (N-chlorosuccinimide). Reaction conditions: time 90 minute. Procedure: To a solution of diphenylmethyl 7α-phenylacetamido-3-methyl-3-cephem-4-carboxylate (2.88 g, 5.8 mmol) in 40 ml of methanol and 60 ml. of methylene chloride, was added N-chlorosuccinimide (882 mg, 6.6 mmol) and the mixture was stirred for 90 minutes at room temperature. The reaction solution was then washed with brine (2X), dried over magnesium sulfate, filtered, and the solvent was evaporated under reduced pressure. The resultant yellow foam (2.84 g) was chromatographed over 100 grams of silica ... Solvent: CO (methanol). Reactants: [N+](=O)([O-])C=1C=C(C=CC(=O)CC(=O)OCCOC2=CC=C(C=C2)NC(C)=O)C=CC1 (2-(4-acetylaminophenoxy)ethyl 2-(3-nitrobenzylidene)acetylacetate), N\C(=C/C(=O)OCCSC)\C (2-methylthioethyl 3-aminocrotonate), C(C)O (ethanol). Yields the product CC=1NC(=C(C(C1C(=O)OCCOC1=CC=C(C=C1)NC(C)=O)C1=CC(=CC=C1)[N+](=O)[O-])C(=O)OCCSC)C (2-(4-acetylaminophenoxy)ethyl 2,6-dimethyl-5-(2-methylthioethoxycarbonyl)-4-(3-nitrophenyl)-1,4-dihydropyridine-3-carboxylate). Reaction conditions: temperature -5 celsius. The yield is 80.0%. Reaction SMILES: [N+:1]([C:4]1[CH:5]=[C:6](C=C[CH:30]=1)[CH:7]=[CH:8][C:9]([CH2:11][C:12]([O:14][CH2:15][CH2:16][O:17][C:18]1[CH:23]=[CH:22][C:21]([NH:24][C:25](=[O:27])[CH3:26])=[CH:20][CH:19]=1)=[O:13])=O)([O-:3])=[O:2].[NH2:31]/[C:32](/[CH3:41])=[CH:33]\[C:34]([O:36][CH2:37][CH2:38][S:39][CH3:40])=[O:35].[CH2:42](O)[CH3:43]>>[CH3:42][C:43]1[NH:31][C:32]([CH3:41])=[C:33]([C:34]([O:36][CH2:37][CH2:38][S:39][CH3:40])=[O:35])[CH:9]([C:8]2[CH:7]=[CH:6][CH:5]=[C:4]([N+:1]([O-:3])=[O:2])[CH:30]=2)[C:11]=1[C:12]([O:14][CH2:15][CH2:16][O:17][C:18]1[CH:19]=[CH:20][C:21]([NH:24][C:25](=[O:27])[CH3:26])=[CH:22][CH:23]=1)=[O:13]. Procedure: 15 g (0.04 moles) of 2-(4-acetylaminophenoxy)ethyl 2-(3-nitrobenzylidene)acetylacetate and 6.37 g (0.04 moles) of 2-methylthioethyl 3-aminocrotonate are heated under reflux in 30 ml of ethanol during 8 hours. The solution is then cooled to -5° C. to obtain 2-(4-acetylaminophenoxy)ethyl 2,6-dimethyl-5-(2-methylthioethoxycarbonyl)-4-(3-nitrophenyl)-1,4-dihydropyridine-3-carboxylate as yellow crystals melting--after recrystallisation in ethanol--at 76° C.-80° C. The yield is 80% of the theoretical ... Reactants: CC(C(=O)OC)(CC)N1COC(=C(C1=O)C1=CC=CC=C1)C (methyl 2-methyl-2-(6-methyl-5-phenyl-2, 3-dihydro-4-oxo-4 H-1,3-oxazin-3-yl)-butyrate), [OH-].[Na+] (NaOH). The solvent is C(C)O (ethanol). Conditions: time 24 hour. The product is CC(C(=O)O)(CC)N1COC(=C(C1=O)C1=CC=CC=C1)C (2-methyl-2-(6-methyl-5-phenyl-2 3-dihydro-4-oxo-4H-1,3-oxazin-3-yl)-butyric Acid). Isolated yield 74.7%. Reaction SMILES: [CH3:1][C:2]([N:9]1[C:14](=[O:15])[C:13]([C:16]2[CH:21]=[CH:20][CH:19]=[CH:18][CH:17]=2)=[C:12]([CH3:22])[O:11][CH2:10]1)([CH2:7][CH3:8])[C:3]([O:5]C)=[O:4].[OH-].[Na+]>C(O)C>[CH3:1][C:2]([N:9]1[C:14](=[O:15])[C:13]([C:16]2[CH:21]=[CH:20][CH:19]=[CH:18][CH:17]=2)=[C:12]([CH3:22])[O:11][CH2:10]1)([CH2:7][CH3:8])[C:3]([OH:5])=[O:4] |f:1.2|. Reported procedure: To a solution of methyl 2-methyl-2-(6-methyl-5-phenyl-2, 3-dihydro-4-oxo-4 H-1,3-oxazin-3-yl)-butyrate (1.91 g) in 20 ml of ethanol was added at room temperature 30 ml of aq. NaOH (0.3N). After stirring for 24 h, ethanol was evaporated, and the mixture was acidified by hydrochloric acid. The precipitate was filtered off and dried to get the captioned compound (1.36 g). Reactants: O=C1NC(CCC1N1C(C2=CC=C(C=C2C1)C#N)=O)=O (2-(2,6-dioxo-piperidin-3-yl)-1-oxo-2,3-dihydro-1H-isoindole-5-carbonitrile), Cl (HCl). Reagents/catalysts: [Pd] (Pd—C). The solvent is CN1C(CCC1)=O (N-methylpyrrolidone). Product: Cl.NCC=1C=C2CN(C(C2=CC1)=O)C1C(NC(CC1)=O)=O (3-(5-aminomethyl-1-oxo-1,3-dihydro-isoindol-2-yl)-piperidine-2,6-dione hydrochloride). As a reaction SMILES: [O:1]=[C:2]1[CH:7]([N:8]2[CH2:16][C:15]3[C:10](=[CH:11][CH:12]=[C:13]([C:17]#[N:18])[CH:14]=3)[C:9]2=[O:19])[CH2:6][CH2:5][C:4](=[O:20])[NH:3]1.[ClH:21]>CN1CCCC1=O.[Pd]>[ClH:21].[NH2:18][CH2:17][C:13]1[CH:14]=[C:15]2[C:10](=[CH:11][CH:12]=1)[C:9](=[O:19])[N:8]([CH:7]1[CH2:6][CH2:5][C:4](=[O:20])[NH:3][C:2]1=[O:1])[CH2:16]2 |f:4.5|. Reported procedure: A mixture of 2-(2,6-dioxo-piperidin-3-yl)-1-oxo-2,3-dihydro-1H-isoindole-5-carbonitrile (9.2 g, 34 mmol), 10% Pd—C (1.7 g) and concentrated HCl (5.3 g) in N-methylpyrrolidone (300 mL) was hydrogenated at 58 psi overnight. The crude reaction mixture was filtered through Celite, and the catalyst washed with water. The combined filtrate was concentrated in vacuo, and the product, 3-(5-aminomethyl-1-oxo-1,3-dihydro-isoindol-2-yl)-piperidine-2,6-dione hydrochloride, was isolated by fractional crystal...